Dataset: the Open Reaction Database (ORD), a public repository of structured organic reaction records. Task: describe an organic reaction: reactants, conditions, products, and yield Reported procedure: 19.3 g (0.1 mol) of 3,5-dioxo-4-propionylcyclohexanecarbonitrile and 6.5 g (0.105 mol) of ethyl mercaptan were dissolved in 800 ml of dry diethyl ether and reacted with hydrogen chloride as described in Example 2.1: 20.7 g (71% of theory) of compound 2.2 [melting point 180°-185° C. (decomposition)]. The product is Cl.O=C1CC(CC(C1C(CC)=O)=O)C(=N)SCC (S-Ethyl 3,5-dioxo-4-propionylcyclohexanethiocarboximidate hydrochloride). Starting materials: compound 2.2, O=C1CC(CC(C1C(CC)=O)=O)C#N (3,5-dioxo-4-propionylcyclohexanecarbonitrile), C(C)S (ethyl mercaptan), Cl (hydrogen chloride). RXN SMILES: [O:1]=[C:2]1[CH:7]([C:8](=[O:11])[CH2:9][CH3:10])[C:6](=[O:12])[CH2:5][CH:4]([C:13]#[N:14])[CH2:3]1.[CH2:15]([SH:17])[CH3:16].[ClH:18]>C(OCC)C>[ClH:18].[O:12]=[C:6]1[CH:7]([C:8](=[O:11])[CH2:9][CH3:10])[C:2](=[O:1])[CH2:3][CH:4]([C:13]([S:17][CH2:15][CH3:16])=[NH:14])[CH2:5]1 |f:4.5|. Solvent: C(C)OCC (diethyl ether). Starting materials: Clc1ncc(Br)cn1, Cc1ccccc1, C1CCC(P(C2CCCCC2)C2CCCCC2)CC1, OB(O)C1CC1, [K+], [K+], [K+], CC(=O)[O-], CC(=O)[O-], O, O=P([O-])([O-])[O-], [Pd+2]. Reaction SMILES: [Br:1][c:2]1[cH:3][n:4][c:5]([Cl:8])[n:6][cH:7]1.[CH3:42][c:43]1[cH:44][cH:45][cH:46][cH:47][cH:48]1.[CH:15]1([P:16]([CH:17]2[CH2:18][CH2:19][CH2:20][CH2:21][CH2:22]2)[CH:23]2[CH2:24][CH2:25][CH2:26][CH2:27][CH2:28]2)[CH2:29][CH2:30][CH2:31][CH2:32][CH2:33]1.[CH:9]1([B:12]([OH:13])[OH:14])[CH2:10][CH2:11]1.[K+:39].[K+:40].[K+:41].[O-:51][C:52]([CH3:53])=[O:54].[O-:55][C:56]([CH3:57])=[O:58].[OH2:49].[P:34]([O-:35])([O-:36])([O-:37])=[O:38].[Pd+2:50]>>[c:2]1([CH:9]2[CH2:10][CH2:11]2)[cH:3][n:4][c:5]([Cl:8])[n:6][cH:7]1. The product is Clc1ncc(C2CC2)cn1. The reactants are FC=1C=C(C=C(C1)F)C1=C(C(C2=CC(=CC=C12)O)=O)C=1C=NC=CC1 (3-(3,5-difluorophenyl)-6-hydroxy-2-(pyridin-3-yl)-1H-inden-1-one), C1=CC=C(C=C1)P(C2=CC=CC=C2)C3=CC=CC=C3 (PPh3), CC(C)OC(=O)/N=N/C(=O)OC(C)C (DIAD), BrC=1C(C2=CC(=CC=C2C1C1=CC=CC=C1)O)=O (2-bromo-6-hydroxy-3-phenyl-1H-inden-1-one), C1(CCCCC1)CCO (2-cyclohexylethanol). Run at time 48 hour. The product is C1(CCCCC1)CCOC1=CC=C2C(=C(C(C2=C1)=O)C=1C=NC=CC1)C1=CC(=CC(=C1)F)F (6-(2-cyclohexylethoxy)-3-(3,5-difluorophenyl)-2-(pyridin-3-yl)-1H-inden-1-one). Yield: 26.0%. Reaction SMILES: [F:1][C:2]1[CH:3]=[C:4]([C:9]2[C:17]3[C:12](=[CH:13][C:14]([OH:18])=[CH:15][CH:16]=3)[C:11](=[O:19])[C:10]=2[C:20]2[CH:21]=[N:22][CH:23]=[CH:24][CH:25]=2)[CH:5]=[C:6]([F:8])[CH:7]=1.Br[C:27]1[C:28](=O)[C:29]2[C:34](C=1C1C=CC=CC=1)=[CH:33][CH:32]=[C:31](O)[CH:30]=2.C1(CCO)CCCCC1.C1C=CC(P(C2C=CC=CC=2)C2C=CC=CC=2)=CC=1.CC(OC(/N=N/C(OC(C)C)=O)=O)C>>[CH:29]1([CH2:28][CH2:27][O:18][C:14]2[CH:13]=[C:12]3[C:17]([C:9]([C:4]4[CH:3]=[C:2]([F:1])[CH:7]=[C:6]([F:8])[CH:5]=4)=[C:10]([C:20]4[CH:21]=[N:22][CH:23]=[CH:24][CH:25]=4)[C:11]3=[O:19])=[CH:16][CH:15]=2)[CH2:34][CH2:33][CH2:32][CH2:31][CH2:30]1. Reported procedure: The procedure of Step 6 of Example 1 was repeated except for using 3-(3,5-difluorophenyl)-6-hydroxy-2-(pyridin-3-yl)-1H-inden-1-one obtained in Step 1 of Example 64 as a starting material instead of 2-bromo-6-hydroxy-3-phenyl-1H-inden-1-one, 2-cyclohexylethanol (2.0 eq) instead of 4-(2-hydroxyethyl)morpholine, using 2 equivalents of PPh3 and DIAD, being stirred for 48 h, and being purified by prep. HPLC (20% H2O/CH3CN) to provide the title compound (26%).